Dataset: the Open Reaction Database (ORD), a public repository of structured organic reaction records. Task: describe an organic reaction: reactants, conditions, products, and yield Starting materials: C1(=CC=CC=C1)NN (phenylhydrazine), CSC(SC)=S (trithiocarbonic acid dimethyl ester). The solvent is C(C)OCC (diethylether), C(C)#N (acetonitrile). Run at time 18 hour. Product: CSC(=S)N(N)C1=CC=CC=C1 (Phenyl-hydrazinecarbodithioic Acid Methyl Ester). RXN SMILES: [C:1]1([NH:7][NH2:8])[CH:6]=[CH:5][CH:4]=[CH:3][CH:2]=1.[CH3:9][S:10][C:11](=S)[S:12]C>C(#N)C.C(OCC)C>[CH3:9][S:10][C:11]([N:7]([C:1]1[CH:6]=[CH:5][CH:4]=[CH:3][CH:2]=1)[NH2:8])=[S:12]. Procedure details: To a stirred solution of phenylhydrazine (30 mmol, 1 equiv) in dry acetonitrile (20 mL) was added trithiocarbonic acid dimethyl ester (30 mmol, 1 equiv) slowly at ice bath temperature. The mixture was stirred for 18 hours and diluted with diethylether (30 mL). The resulting white solid was filtered and was washed with ether and dried under nitrogen to afford title compound. The reactants are Cc1cc(F)c(Br)cc1[N+](=O)[O-], [Cl-], [Fe], [NH4+], O. The product is Cc1cc(F)c(Br)cc1N. As a reaction SMILES: [Br:3][c:4]1[c:5]([F:14])[cH:6][c:7]([CH3:13])[c:8]([N+:10]([O-:11])=[O:12])[cH:9]1.[Cl-:1].[Fe:16].[NH4+:2].[OH2:15]>>[Br:3][c:4]1[c:5]([F:14])[cH:6][c:7]([CH3:13])[c:8]([NH2:10])[cH:9]1.